From a dataset of the Open Reaction Database (ORD), a public repository of structured organic reaction records. describe an organic reaction: reactants, conditions, products, and yield Starting materials: Brc1cn[nH]c1, Brc1ccnc2[nH]ccc12, CCOC(C)=O, CN(C)C=O. The product is Brc1cnn(-c2ccnc3[nH]ccc23)c1. RXN SMILES: [Br:11][c:12]1[cH:13][n:14][nH:15][cH:16]1.[Br:1][c:2]1[c:3]2[c:4]([n:5][cH:6][cH:7]1)[nH:8][cH:9][cH:10]2.[CH3:22][CH2:23][O:24][C:25]([CH3:26])=[O:27].[O:17]=[CH:18][N:19]([CH3:20])[CH3:21]>>[c:2]1(-[n:15]2[n:14][cH:13][c:12]([Br:11])[cH:16]2)[c:3]2[c:4]([n:5][cH:6][cH:7]1)[nH:8][cH:9][cH:10]2. The reactants are CN(C)C=O, CC(C)(C)OC(=O)NC1CCC(c2cccc(F)c2F)CNC1=O, [H-], CSCCI, [Na+]. Product: CSCCN1CC(c2cccc(F)c2F)CCC(NC(=O)OC(C)(C)C)C1=O. As a reaction SMILES: [CH3:32][N:33]([CH3:34])[CH:35]=[O:36].[F:3][c:4]1[c:5]([CH:11]2[CH2:12][CH2:13][CH:14]([NH:19][C:20]([O:21][C:22]([CH3:23])([CH3:24])[CH3:25])=[O:26])[C:15](=[O:18])[NH:16][CH2:17]2)[cH:6][cH:7][cH:8][c:9]1[F:10].[H-:1].[I:27][CH2:28][CH2:29][S:30][CH3:31].[Na+:2]>>[F:3][c:4]1[c:5]([CH:11]2[CH2:12][CH2:13][CH:14]([NH:19][C:20]([O:21][C:22]([CH3:23])([CH3:24])[CH3:25])=[O:26])[C:15](=[O:18])[N:16]([CH2:28][CH2:29][S:30][CH3:31])[CH2:17]2)[cH:6][cH:7][cH:8][c:9]1[F:10]. Reactants: OCCNC(=S)C(=S)N (N-(2-hydroxyethyl)dithiooxamide), C(CCCCCCCCCCC)(=O)Cl (dodecanoyl chloride), C(CCCCCCCCC)(=O)OCCNC(=S)C(=S)N (N-(2-decanoyloxyethyl)dithiooxamide), C(CCCCCCCCCCC)(=O)OCCNC(=S)C(=S)N (N-(2-dodecanoyloxyethyl)dithiooxamide), OCCNC(=S)C(=S)N (N-(2-hydroxyethyl)dithiooxamide), C(CCCCCCCCC)(=O)Cl (decanoyl chloride). Reported procedure: Using the general procedure outlined in Experiment 2, N-(2-dodecanoyloxyethyl)dithiooxamide was synthesized from N-(2-hydroxyethyl)dithiooxamide and dodecanoyl chloride, and N-(2-decanoyloxyethyl)dithiooxamide was synthesized from N-(2-hydroxyethyl)dithiooxamide and decanoyl chloride. The product is C1(=CC=CC2=CC=CC=C12)CNC(=S)C(=S)N (N-(1-naphthylmethyl)dithiooxamide). As a reaction SMILES: C(OCCNC(C(N)=S)=S)(=O)[CH2:2][CH2:3][CH2:4][CH2:5][CH2:6][CH2:7][CH2:8][CH2:9][CH2:10][CH2:11][CH3:12].OCC[NH:26][C:27]([C:29]([NH2:31])=[S:30])=[S:28].C(Cl)(=O)CCCCCCCCCCC.C(OCCNC(C(N)=S)=S)(=O)CCCCCCCCC.C(Cl)(=O)CCCCCCCCC>>[C:3]1([CH2:2][NH:26][C:27]([C:29]([NH2:31])=[S:30])=[S:28])[C:4]2[C:9](=[CH:8][CH:7]=[CH:6][CH:5]=2)[CH:10]=[CH:11][CH:12]=1. Reactants: O=C(O)c1cccc(Oc2ccc([N+](=O)[O-])cc2)c1, CO. Yields the product Nc1ccc(Oc2cccc(C(=O)O)c2)cc1. RXN SMILES: [C:1](=[O:2])([OH:3])[c:4]1[cH:5][c:6]([O:7][c:8]2[cH:9][cH:10][c:11]([N+:14]([O-:15])=[O:16])[cH:12][cH:13]2)[cH:17][cH:18][cH:19]1.[CH3:20][OH:21]>>[C:1](=[O:2])([OH:3])[c:4]1[cH:5][c:6]([O:7][c:8]2[cH:9][cH:10][c:11]([NH2:14])[cH:12][cH:13]2)[cH:17][cH:18][cH:19]1.